From a dataset of the Open Reaction Database (ORD), a public repository of structured organic reaction records. describe an organic reaction: reactants, conditions, products, and yield Starting materials: O=C([O-])[O-], CN(C)C=O, N#CCCl, [K+], [K+], O=C(C1CC1)N1CCC(Cc2n[nH]c(=O)n2-c2ccc(-c3ccc4occc4c3)cc2)C1. The product is N#CCn1nc(CC2CCN(C(=O)C3CC3)C2)n(-c2ccc(-c3ccc4occc4c3)cc2)c1=O. RXN SMILES: [C:33](=[O:34])([O-:35])[O-:36].[CH3:43][N:44]([CH3:45])[CH:46]=[O:47].[Cl:39][CH2:40][C:41]#[N:42].[K+:37].[K+:38].[o:1]1[cH:2][cH:3][c:4]2[c:5]1[cH:6][cH:7][c:8](-[c:10]1[cH:11][cH:12][c:13](-[n:16]3[c:17](=[O:32])[nH:18][n:19][c:20]3[CH2:21][CH:22]3[CH2:23][N:24]([C:27](=[O:28])[CH:29]4[CH2:30][CH2:31]4)[CH2:25][CH2:26]3)[cH:14][cH:15]1)[cH:9]2>>[o:1]1[cH:2][cH:3][c:4]2[c:5]1[cH:6][cH:7][c:8](-[c:10]1[cH:11][cH:12][c:13](-[n:16]3[c:17](=[O:32])[n:18]([CH2:40][C:41]#[N:42])[n:19][c:20]3[CH2:21][CH:22]3[CH2:23][N:24]([C:27](=[O:28])[CH:29]4[CH2:30][CH2:31]4)[CH2:25][CH2:26]3)[cH:14][cH:15]1)[cH:9]2. Reactants: CN(C)P(=O)(N(C)C)N(C)C, Cc1cc2c(cc1NC=O)N1CCN=C1S2, COS(=O)(=O)OC, CC(=O)CC(C)C, [H-], [Na+], O. Product: Cc1cc2c(cc1N(C)C=O)N1CCN=C1S2. RXN SMILES: [CH3:17][N:18]([CH3:19])[P:20](=[O:21])([N:22]([CH3:23])[CH3:24])[N:25]([CH3:26])[CH3:27].[CH3:1][c:2]1[cH:3][c:4]2[c:5]([cH:12][c:13]1[NH:14][CH:15]=[O:16])[N:6]1[C:7](=[N:9][CH2:10][CH2:11]1)[S:8]2.[CH3:30][O:31][S:32]([O:33][CH3:34])(=[O:35])=[O:36].[CH3:38][CH:39]([CH3:40])[CH2:41][C:42](=[O:43])[CH3:44].[H-:28].[Na+:29].[OH2:37]>>[CH3:1][c:2]1[cH:3][c:4]2[c:5]([cH:12][c:13]1[N:14]([CH:15]=[O:16])[CH3:17])[N:6]1[C:7](=[N:9][CH2:10][CH2:11]1)[S:8]2. Reactants: NC1=NC(=NC(=N1)N(C)C=1C=NC(=CC1)F)C(N)=NO (4-Amino-6-[(6-fluoropyridin-3-yl)(methyl)amino]-N′-hydroxy-1,3,5-triazine-2-carboximidamide), NC1=NC(=NC(=N1)N(C)C=1C=NC(=CC1)F)C(N)=NO (4-Amino-6-[(6-fluoropyridin-3-yl)(methyl)amino]-N′-hydroxy-1,3,5-triazine-2-carboximidamide), Cl.CN(CCCN=C=NCC)C (N-(3-dimethylaminopropyl)-N′-ethylcarbodiimide hydrochloride), Cl.CN(CCCN=C=NCC)C (N-(3-dimethylaminopropyl)-N′-ethylcarbodiimide hydrochloride), FC(COC1=CC=C(C=N1)C(=O)O)(F)F (6-(2,2,2-Trifluoroethoxy)pyridine-3-carboxylic acid), Intermediate 206, Cl.CN(CCCN=C=NCC)C (N-(3-dimethylaminopropyl)-N′-ethylcarbodiimide hydrochloride). The solvent is N1=CC=CC=C1 (pyridine), CCOC(=O)C (EtOAc). Reaction conditions: time 16 hour. Yields the product FC1=CC=C(C=N1)N(C1=NC(=NC(=N1)N)C1=NOC(=N1)C=1C=NC(=CC1)OCC(F)(F)F)C (2-N-(6-Fluoropyridin-3-yl)-2-N-methyl-6-{5-[6-(2,2,2-trifluoroethoxy)pyridin-3-yl]-1,2,4-oxadiazol-3-yl}-1,3,5-triazine-2,4-diamine). Yield: 3.0%. RXN SMILES: [F:1][C:2]([F:15])([F:14])[CH2:3][O:4][C:5]1[N:10]=[CH:9][C:8]([C:11]([OH:13])=O)=[CH:7][CH:6]=1.Cl.CN(C)CCCN=C=NCC.[NH2:28][C:29]1[N:34]=[C:33]([N:35]([C:37]2[CH:38]=[N:39][C:40]([F:43])=[CH:41][CH:42]=2)[CH3:36])[N:32]=[C:31]([C:44](=[N:46]O)[NH2:45])[N:30]=1>N1C=CC=CC=1.CCOC(C)=O>[F:43][C:40]1[N:39]=[CH:38][C:37]([N:35]([CH3:36])[C:33]2[N:34]=[C:29]([NH2:28])[N:30]=[C:31]([C:44]3[N:45]=[C:11]([C:8]4[CH:9]=[N:10][C:5]([O:4][CH2:3][C:2]([F:1])([F:15])[F:14])=[CH:6][CH:7]=4)[O:13][N:46]=3)[N:32]=2)=[CH:42][CH:41]=1 |f:1.2|. Procedure: 6-(2,2,2-Trifluoroethoxy)pyridine-3-carboxylic acid (prepared in an analogous manner to Intermediate 206, 0.216 g, 0.051 mmol) was added to a solution of N-(3-dimethylaminopropyl)-N′-ethylcarbodiimide hydrochloride (0.049 g, 0.252 mmol) in pyridine (1 mL) and the mixture was stirred at room temperature for 16 h. Further N-(3-dimethylaminopropyl)-N′-ethylcarbodiimide hydrochloride (0.0255 g, 0.1 mmol) was added and the mixture was stirred at 50 C for 4 h. 4-Amino-6-[(6-fluoropyridin-3-yl)(methyl)... As a reaction SMILES: [F:1][C:2]([F:40])([F:39])[C:3]1[C:4]2[CH2:38][CH2:37][O:36][CH2:35][C:5]=2[N:6]([C:8]2[C:9](=[O:34])[NH:10][C:11](=[O:33])[N:12]([CH2:14][CH2:15][CH2:16][N:17]3[CH2:22][C@H:21]4[C@:19]([C:23]5[CH:28]=[CH:27][C:26]([C:29]([F:32])([F:31])[F:30])=[CH:25][CH:24]=5)([CH2:20]4)[CH2:18]3)[CH:13]=2)[N:7]=1.[ClH:41].CO>C(OCC)C>[ClH:41].[ClH:41].[F:40][C:2]([F:1])([F:39])[C:3]1[C:4]2[CH2:38][CH2:37][O:36][CH2:35][C:5]=2[N:6]([C:8]2[C:9](=[O:34])[NH:10][C:11](=[O:33])[N:12]([CH2:14][CH2:15][CH2:16][N:17]3[CH2:22][C@H:21]4[C@:19]([C:23]5[CH:24]=[CH:25][C:26]([C:29]([F:32])([F:31])[F:30])=[CH:27][CH:28]=5)([CH2:20]4)[CH2:18]3)[CH:13]=2)[N:7]=1 |f:4.5.6|. The solvent is C(C)OCC (Diethyl ether). The reactants are solution, Cl (HCl), CO (MeOH), FC(C=1C2=C(N(N1)C=1C(NC(N(C1)CCCN1C[C@]3(C[C@H]3C1)C1=CC=C(C=C1)C(F)(F)F)=O)=O)COCC2)(F)F (5-[3-(trifluoromethyl)-4,7-dihydropyrano[3,4-c]pyrazol-1(5H)-yl]-1-(3-{(1S,5R)-1-[4-(trifluoromethyl)phenyl]-3-azabicyclo[3.1.0]hex-3-yl}propyl)-2,4(1H,3H)-pyrimidinedione). Yields the product Cl.Cl.FC(C=1C2=C(N(N1)C=1C(NC(N(C1)CCCN1C[C@]3(C[C@H]3C1)C1=CC=C(C=C1)C(F)(F)F)=O)=O)COCC2)(F)F (5-[3-(trifluoromethyl)-4,7-dihydropyrano[3,4-c]pyrazol-1(5H)-yl]-1-(3-{(1S,5R)-1-[4-(trifluoromethyl)phenyl]-3-azabicyclo[3.1.0]hex-3-yl}propyl)-2,4(1H,3H)-pyrimidinedione dihydrochloride). Reported procedure: 5-[3-(trifluoromethyl)-4,7-dihydropyrano[3,4-c]pyrazol-1(5H)-yl]-1-(3-{(1S,5R)-1-[4-(trifluoromethyl)phenyl]-3-azabicyclo[3.1.0]hex-3-yl}propyl)-2,4(1H,3H)-pyrimidinedione (E24, 8.8 mg, 0.015 mmol) was dissolved and sonicated in Diethyl ether (2 ml) to give a colorless solution. 1.25 M solution of HCl in MeOH (0.030 ml, 0.037 mmol) was added at room temperature. The obtained mixture was sonicated for 3 min and the solvent evaporated in vacuo. Obtained 9.9 mg of the title compound as a white soli... Starting materials: solvent, NC1=C(C=NC=C1)C1=C(C=C(C=C1)Cl)Cl (4-amino-3-(2′,4′-dichlorophenyl)-pyridine), C(C)(=O)OCC (ethyl acetate), C1(=CC=C(C=C1)S(=O)(=O)O)C (p-toluenesulfonic acid). The solvent is C1=CC=CC=C1 (benzene). Run at time 1 hour. The product is CC1=NC2=C(C=NC=C2C(=C1)O)C1=C(C=C(C=C1)Cl)Cl (2-methyl 4-hydroxy-8-(2′,4′-dichlorophenyl)1,6-naphthyridine). As a reaction SMILES: [NH2:1][C:2]1[CH:7]=[CH:6][N:5]=[CH:4][C:3]=1[C:8]1[CH:13]=[CH:12][C:11]([Cl:14])=[CH:10][C:9]=1[Cl:15].C([O:19][CH2:20][CH3:21])(=O)C.[C:22]1(C)C=CC(S(O)(=O)=O)=C[CH:23]=1>C1C=CC=CC=1>[CH3:22][C:23]1[CH:21]=[C:20]([OH:19])[C:7]2[C:2](=[C:3]([C:8]3[CH:13]=[CH:12][C:11]([Cl:14])=[CH:10][C:9]=3[Cl:15])[CH:4]=[N:5][CH:6]=2)[N:1]=1. Procedure: A solution of B1 (2.41 g, 10.1 mmole), ethyl acetate (1.31 g, 10.1 mmole) and p-toluenesulfonic acid (70 mg) in benzene (50 ml) is heated at reflux for 2 h. during which 10 ml of solvent is removed by distillation. After evaporation, the residue is added to boiling diphenyl ether (10 ml) and heating is continued for 1 h; then the solution is cooled and poured into high boiling petroleum ether with vigorous stirring. The resulting solid formed is filtered off and washed with diethyl ether to give... The reactants are CC=1N=CNC1 (4-methyl-1H-imidazole), BrC1=CC(=C(C=C1F)[C@H](C)N[S@](=O)C(C)(C)C)F ((R)—N—((S)-1-(4-bromo-2,5-difluorophenyl)ethyl)-2-methylpropane-2-sulfinamide), [O-]P(=O)([O-])[O-].[K+].[K+].[K+] (K3PO4). The reagents and catalysts are C=1C=CC(=CC1)/C=C/C(=O)/C=C/C2=CC=CC=C2.C=1C=CC(=CC1)/C=C/C(=O)/C=C/C2=CC=CC=C2.C=1C=CC(=CC1)/C=C/C(=O)/C=C/C2=CC=CC=C2.[Pd].[Pd] (Pd2dba3), C(C)(C)(C)P(C1=C(C(=C(C(=C1C)C)C)C)C1=C(C=C(C=C1C(C)C)C(C)C)C(C)C)C(C)(C)C (di-tert-butyl(2′,4′,6′-triisopropyl-3,4,5,6-tetramethyl-[1,1′-biphenyl]-2-yl)phosphine). The solvent is C1(=CC=CC=C1)C.O1CCOCC1 (toluene dioxane), CCOC(=O)C (EtOAc), O (water). Run at temperature 120 celsius, time 5 minute. The product is FC1=C(C=C(C(=C1)N1C=NC(=C1)C)F)[C@H](C)N ((S)-1-(2,5-difluoro-4-(4-methyl-1H-imidazol-1-yl)phenyl)ethanamine). Yield: 143.4%. As a reaction SMILES: [CH3:1][C:2]1[N:3]=[CH:4][NH:5][CH:6]=1.Br[C:8]1[C:13]([F:14])=[CH:12][C:11]([C@@H:15]([NH:17][S@@](C(C)(C)C)=O)[CH3:16])=[C:10]([F:24])[CH:9]=1.[O-]P([O-])([O-])=O.[K+].[K+].[K+]>C1(C)C=CC=CC=1.O1CCOCC1.CCOC(C)=O.O.C1C=CC(/C=C/C(/C=C/C2C=CC=CC=2)=O)=CC=1.C1C=CC(/C=C/C(/C=C/C2C=CC=CC=2)=O)=CC=1.C1C=CC(/C=C/C(/C=C/C2C=CC=CC=2)=O)=CC=1.[Pd].[Pd].C(P(C(C)(C)C)C1C(C)=C(C)C(C)=C(C)C=1C1C(C(C)C)=CC(C(C)C)=CC=1C(C)C)(C)(C)C>[F:24][C:10]1[CH:9]=[C:8]([N:5]2[CH:6]=[C:2]([CH3:1])[N:3]=[CH:4]2)[C:13]([F:14])=[CH:12][C:11]=1[C@@H:15]([NH2:17])[CH3:16] |f:2.3.4.5,6.7,10.11.12.13.14|. Procedure: To a solution of di-tert-butyl(2′,4′,6′-triisopropyl-3,4,5,6-tetramethyl-[1,1′-biphenyl]-2-yl)phosphine (80 mg, 0.166 mmol) in toluene/dioxane (8 mL/2 mL) was added Pd2dba3 (60 mg, 0.066 mmol). The reaction mixture was sealed and heated to 120° C. and stirred for 5 minutes. The reaction was cooled to room temperature and 4-methyl-1H-imidazole (157 mg, 1.910 mmol), (R)—N—((S)-1-(4-bromo-2,5-difluorophenyl)ethyl)-2-methylpropane-2-sulfinamide (500 mg, 1.470 mmol) and K3PO4 (624 mg, 2.94 mmol) was ... The reactants are O=C([O-])O, COc1ccccc1-c1cn(S(=O)(=O)c2ccc(C)cc2)c2ncc(B3OC(C)(C)C(C)(C)O3)cc12, CC#N, CN(C)C(=O)c1cc(I)cc(F)c1N, [Na+]. Yields the product COc1ccccc1-c1cn(S(=O)(=O)c2ccc(C)cc2)c2ncc(-c3cc(F)c(N)c(C(=O)N(C)C)c3)cc12. As a reaction SMILES: [C:51](=[O:52])([OH:53])[O-:54].[CH3:1][O:2][c:3]1[c:4](-[c:9]2[cH:10][n:11]([S:27](=[O:28])(=[O:29])[c:30]3[cH:31][cH:32][c:33]([CH3:36])[cH:34][cH:35]3)[c:12]3[n:13][cH:14][c:15]([B:18]4[O:19][C:20]([CH3:21])([CH3:22])[C:23]([CH3:24])([CH3:25])[O:26]4)[cH:16][c:17]23)[cH:5][cH:6][cH:7][cH:8]1.[CH3:56][C:57]#[N:58].[NH2:37][c:38]1[c:39]([C:40](=[O:41])[N:42]([CH3:43])[CH3:44])[cH:45][c:46]([I:50])[cH:47][c:48]1[F:49].[Na+:55]>>[CH3:1][O:2][c:3]1[c:4](-[c:9]2[cH:10][n:11]([S:27](=[O:28])(=[O:29])[c:30]3[cH:31][cH:32][c:33]([CH3:36])[cH:34][cH:35]3)[c:12]3[n:13][cH:14][c:15](-[c:46]4[cH:45][c:39]([C:40](=[O:41])[N:42]([CH3:43])[CH3:44])[c:38]([NH2:37])[c:48]([F:49])[cH:47]4)[cH:16][c:17]23)[cH:5][cH:6][cH:7][cH:8]1. The reactants are O=C1CCC(=O)N1Br, O=C(OOC(=O)c1ccccc1)c1ccccc1, ClC(Cl)(Cl)Cl, CCOC(=O)C=C(C)Oc1ccccc1C(C)(C)C. Yields the product CCOC(=O)C=C(CBr)Oc1ccccc1C(C)(C)C. As a reaction SMILES: [Br:20][N:21]1[C:22](=[O:23])[CH2:24][CH2:25][C:26]1=[O:27].[C:28]([O:29][O:30][C:31](=[O:32])[c:33]1[cH:34][cH:35][cH:36][cH:37][cH:38]1)(=[O:39])[c:40]1[cH:41][cH:42][cH:43][cH:44][cH:45]1.[C:46]([Cl:47])([Cl:48])([Cl:49])[Cl:50].[CH2:1]([CH3:2])[O:3][C:4]([CH:5]=[C:6]([CH3:7])[O:8][c:9]1[c:10]([C:15]([CH3:16])([CH3:17])[CH3:18])[cH:11][cH:12][cH:13][cH:14]1)=[O:19]>>[CH2:1]([CH3:2])[O:3][C:4]([CH:5]=[C:6]([CH2:7][Br:20])[O:8][c:9]1[c:10]([C:15]([CH3:16])([CH3:17])[CH3:18])[cH:11][cH:12][cH:13][cH:14]1)=[O:19]. Starting materials: C(=O)O (formic acid), C(N)(OC(C)(C)C)=O (tert-butyl carbamate), [Na+].C1(=CC=CC=C1)S(=O)[O-] (benzenesulphinic acid sodium salt), ClC1=C(C=O)C=CC=C1 (2-chlorobenzaldehyde). Solvent: CO.O (methanol water). Reaction conditions: time 2 day. The product is ClC1=C(C=CC=C1)C(S(=O)(=O)C1=CC=CC=C1)NC(OC(C)(C)C)=O (tert-Butyl [(2-chlorophenyl)(phenylsulphonyl)methyl]carbamate). RXN SMILES: [C:1](=[O:8])([O:3][C:4]([CH3:7])([CH3:6])[CH3:5])[NH2:2].[Na+].[C:10]1([S:16]([O-:18])=[O:17])[CH:15]=[CH:14][CH:13]=[CH:12][CH:11]=1.[Cl:19][C:20]1[CH:27]=[CH:26][CH:25]=[CH:24][C:21]=1[CH:22]=O.C(O)=O>CO.O>[Cl:19][C:20]1[CH:27]=[CH:26][CH:25]=[CH:24][C:21]=1[CH:22]([NH:2][C:1](=[O:8])[O:3][C:4]([CH3:7])([CH3:6])[CH3:5])[S:16]([C:10]1[CH:15]=[CH:14][CH:13]=[CH:12][CH:11]=1)(=[O:18])=[O:17] |f:1.2,5.6|. Procedure: Quantities of 2.78 g (23.7 mmol) of tert-butyl carbamate and 7.79 g (47.4 mmol) of benzenesulphinic acid sodium salt were introduced in 55 ml of methanol/water 1:2 at RT and admixed with 5 g (35.6 mmol) of 2-chlorobenzaldehyde and then with 1.78 ml (47.1 mmol) of formic acid. The mixture was stirred at RT for 2 days. The white solid precipitated was filtered off with suction and washed in succession twice each with water and diethyl ether. Drying in an HV gave 5.77 g (42% of theory) of the title... The product is C(C)N1C=C(C(C2=CC(=C(C=C12)N1CC(N(CC1)C)COCCCCCC)F)=O)C(=O)O (1-Ethyl-6-fluoro-7-[3-[(hexyloxy)methyl]-4-methyl-1-piperazinyl]-1,4-dihydro-4-oxo-3-quinolinecarboxylic acid). The solvent is C(=O)O (formic acid). Reactants: C(C)N1C=C(C(C2=CC(=C(C=C12)N1CC(NCC1)COCCCCCC)F)=O)C(=O)O (1-ethyl-6-fluoro-7-[3-[(hexyloxy)methyl]-1-piperazinyl]-1,4-dihydro-4-oxo-3-quinolinecarboxylic acid), C=O (formaldehyde). As a reaction SMILES: [CH2:1]([N:3]1[C:12]2[C:7](=[CH:8][C:9]([F:27])=[C:10]([N:13]3[CH2:18][CH2:17][NH:16][CH:15]([CH2:19][O:20][CH2:21][CH2:22][CH2:23][CH2:24][CH2:25][CH3:26])[CH2:14]3)[CH:11]=2)[C:6](=[O:28])[C:5]([C:29]([OH:31])=[O:30])=[CH:4]1)[CH3:2].[CH2:32]=O>C(O)=O>[CH2:1]([N:3]1[C:12]2[C:7](=[CH:8][C:9]([F:27])=[C:10]([N:13]3[CH2:18][CH2:17][N:16]([CH3:32])[CH:15]([CH2:19][O:20][CH2:21][CH2:22][CH2:23][CH2:24][CH2:25][CH3:26])[CH2:14]3)[CH:11]=2)[C:6](=[O:28])[C:5]([C:29]([OH:31])=[O:30])=[CH:4]1)[CH3:2]. Procedure: A 400 mg portion of 1-ethyl-6-fluoro-7-[3-[(hexyloxy)methyl]-1-piperazinyl]-1,4-dihydro-4-oxo-3-quinolinecarboxylic acid was added to a mixture of 1.2 ml of 37% formaldehyde and 1.5 ml of 90% formic acid. The mixture was heated on a steam bath for one hour, evaporated to an oil, diluted with 5 ml of water and neutralized with 1N sodium hydroxide. The solid was collected and dried, giving 360 mg of the desired product, mp 172°-174° C.